This data is from the Open Reaction Database (ORD), a public repository of structured organic reaction records. The task is: describe an organic reaction: reactants, conditions, products, and yield Reactants: [Br-], CSc1sc(C#N)c2c1C(=O)CC(C)(C)C2, [Mg+]C1CCC1. The product is CC1(C)CC(=O)c2c(C3CCC3)sc(C#N)c2C1. RXN SMILES: [Br-:1].[C:7](#[N:8])[c:9]1[s:10][c:11]([S:21][CH3:22])[c:12]2[c:13]1[CH2:14][C:15]([CH3:19])([CH3:20])[CH2:16][C:17]2=[O:18].[CH:2]1([Mg+:6])[CH2:3][CH2:4][CH2:5]1>>[CH:2]1([c:11]2[s:10][c:9]([C:7]#[N:8])[c:13]3[c:12]2[C:17](=[O:18])[CH2:16][C:15]([CH3:19])([CH3:20])[CH2:14]3)[CH2:3][CH2:4][CH2:5]1. Starting materials: c1ccc(Cc2ccc(C3OCCO3)cn2)cc1, Cl. Yields the product O=Cc1ccc(Cc2ccccc2)nc1. RXN SMILES: [CH2:1]([c:2]1[cH:3][cH:4][cH:5][cH:6][cH:7]1)[c:8]1[n:9][cH:10][c:11]([CH:14]2[O:15][CH2:18][CH2:17][O:16]2)[cH:12][cH:13]1.[ClH:19]>>[CH2:1]([c:2]1[cH:3][cH:4][cH:5][cH:6][cH:7]1)[c:8]1[n:9][cH:10][c:11]([CH:14]=[O:15])[cH:12][cH:13]1. Reactants: [OH-].[Na+] (sodium hydroxide), Cl (hydrochloric acid), C(C(C)C)N1CCC(=CC2=C1C=CC(=C2)C2=CC=C(C=C2)OCCOCCC)C(=O)OC (methyl 1-isobutyl-7-[4-(2-propoxyethoxy)phenyl]-2,3-dihydro-1-benzazepine-4-carboxylate). Solvent: C1CCOC1 (THF), CO (methanol). Reaction conditions: time 20 hour. The product is C(C(C)C)N1CCC(=CC2=C1C=CC(=C2)C2=CC=C(C=C2)OCCOCCC)C(=O)O (1-isobutyl-7-[4-(2-propoxyethoxy)phenyl]-2,3-dihydro-1-benzazepine-4-carboxylic acid). Yield: 74.5%. As a reaction SMILES: [CH2:1]([N:5]1[C:11]2[CH:12]=[CH:13][C:14]([C:16]3[CH:21]=[CH:20][C:19]([O:22][CH2:23][CH2:24][O:25][CH2:26][CH2:27][CH3:28])=[CH:18][CH:17]=3)=[CH:15][C:10]=2[CH:9]=[C:8]([C:29]([O:31]C)=[O:30])[CH2:7][CH2:6]1)[CH:2]([CH3:4])[CH3:3].[OH-].[Na+].Cl>C1COCC1.CO>[CH2:1]([N:5]1[C:11]2[CH:12]=[CH:13][C:14]([C:16]3[CH:17]=[CH:18][C:19]([O:22][CH2:23][CH2:24][O:25][CH2:26][CH2:27][CH3:28])=[CH:20][CH:21]=3)=[CH:15][C:10]=2[CH:9]=[C:8]([C:29]([OH:31])=[O:30])[CH2:7][CH2:6]1)[CH:2]([CH3:4])[CH3:3] |f:1.2|. Procedure: In THF (15.8 ml)/methanol (15.8 ml) was dissolved methyl 1-isobutyl-7-[4-(2-propoxyethoxy)phenyl]-2,3-dihydro-1-benzazepine-4-carboxylate (0.79 g). To the solution was added 1N sodium hydroxide solution (7.9 ml) and the mixture was stirred at room temperature for 20 hours. pH was adjusted to approximate 4 with 1N hydrochloric acid, and the solvent was concentrated to half under reduced pressure. The concentrated material was extracted with ethyl acetate, and the extract was washed with saturated... Product: C=CCOC(=O)NC(Cc1ccccc1)(c1cc(F)cc(C(F)(F)F)c1)c1ccc(Cl)cn1. Reaction SMILES: [C:28](=[O:29])([O-:30])[O-:31].[C:34]([O:35][CH2:36][CH:37]=[CH2:38])(=[O:39])[Cl:40].[Cl:1][c:2]1[cH:3][cH:4][c:5]([C:8]([CH2:9][c:10]2[cH:11][cH:12][cH:13][cH:14][cH:15]2)([NH2:16])[c:17]2[cH:18][c:19]([F:27])[cH:20][c:21]([C:23]([F:24])([F:25])[F:26])[cH:22]2)[n:6][cH:7]1.[K+:32].[K+:33]>>[Cl:1][c:2]1[cH:3][cH:4][c:5]([C:8]([CH2:9][c:10]2[cH:11][cH:12][cH:13][cH:14][cH:15]2)([NH:16][C:34]([O:35][CH2:36][CH:37]=[CH2:38])=[O:39])[c:17]2[cH:18][c:19]([F:27])[cH:20][c:21]([C:23]([F:24])([F:25])[F:26])[cH:22]2)[n:6][cH:7]1. The reactants are O=C([O-])[O-], C=CCOC(=O)Cl, NC(Cc1ccccc1)(c1cc(F)cc(C(F)(F)F)c1)c1ccc(Cl)cn1, [K+], [K+]. Starting materials: OC1=NC(=NC(=C1)C)C(Cl)(Cl)Cl (4-hydroxy-6-methyl-2-trichloromethylpyrimidine), C([O-])([O-])=O.[K+].[K+] (potassium carbonate), CN(C(=O)Cl)C (dimethylcarbamoyl chloride), CC(=O)C (acetone). Yields the product C(C)N(C(OC1=NC(=NC(=C1)C)C(Cl)(Cl)Cl)=O)CC (6-Methyl-2-Trichloromethyl-4-Pyrimidinyl Diethylcarbamate). RXN SMILES: [OH:1][C:2]1[CH:7]=[C:6]([CH3:8])[N:5]=[C:4]([C:9]([Cl:12])([Cl:11])[Cl:10])[N:3]=1.[C:13](=O)([O-])[O-].[K+].[K+].[CH3:19][N:20](C)[C:21](Cl)=[O:22].C[C:26]([CH3:28])=O>>[CH2:19]([N:20]([CH2:26][CH3:28])[C:21](=[O:22])[O:1][C:2]1[CH:7]=[C:6]([CH3:8])[N:5]=[C:4]([C:9]([Cl:12])([Cl:10])[Cl:11])[N:3]=1)[CH3:13] |f:1.2.3|. Reported procedure: A mixture of 5.8 g (0.027 mole) 4-hydroxy-6-methyl-2-trichloromethylpyrimidine, 3.3 g (0.024 mole) potassium carbonate, 3.3 g (0.024 mole) dimethylcarbamoyl chloride, and 100 ml acetone was refluxed 5 hours. A precipitate was filtered out and the filtrate rotary evaporated to give 10.2 g residue. This was taken up in chloroform, the solution washed with 1% sodium hydroxide, water, and dried over anhydrous magnesium sulfate. Rotary evaporation yielded 5.2 g residue which was recrystallized from p...